Dataset: the Open Reaction Database (ORD), a public repository of structured organic reaction records. Task: describe an organic reaction: reactants, conditions, products, and yield Reactants: FC1=C(C=CC(=C1)F)[C@@]1(OC1)CN1N=CN=C1 ((R)-1-[2-(2,4-difluorophenyl)oxiran-2-ylmethyl]-1H-1,2,4-triazole), O.NN (hydrazine hydrate). The product is FC1=C(C=CC(=C1)F)C(CNN)(CN1N=CN=C1)O (2-(2,4-difluorophenyl)-1-hydrazino-3-(1H-1,2,4-triazol-1-yl)propan-2-ol). Reaction SMILES: [F:1][C:2]1[CH:7]=[C:6]([F:8])[CH:5]=[CH:4][C:3]=1[C@@:9]1([CH2:12][N:13]2[CH:17]=[N:16][CH:15]=[N:14]2)[CH2:11][O:10]1.O.[NH2:19][NH2:20]>>[F:1][C:2]1[CH:7]=[C:6]([F:8])[CH:5]=[CH:4][C:3]=1[C:9]([OH:10])([CH2:12][N:13]1[CH:17]=[N:16][CH:15]=[N:14]1)[CH2:11][NH:19][NH2:20] |f:1.2|. Procedure details: A process according to claim 1 which comprises reacting (R)-1-[2-(2,4-difluorophenyl)oxiran-2-ylmethyl]-1H-1,2,4-triazole with hydrazine hydrate to form 2-(2,4-difluorophenyl)-1-hydrazino-3-(1H-1,2,4-triazol-1-yl)propan-2-ol, reacting this product with methyl (E)-4-(2,2,3,3)-tetrafluoropropoxy)cinnamimidate, and subsequently reacting the (E)-N-[2-(2,4-difluorophenyl)-2-hydroxy-3-(1H-1,2,4-triazol-1-yl)propyl]-4-(2,2,3,3-tetrafluoropropoxy)cinnamamidrazone product with ethyl orthoformate to form ... Reactants: O[C@H]([C@@H](CN1C(C2=CC=CC=C2C1=O)=O)C)C1=CC(=CC=C1)O (2-((2R,3R)-3-Hydroxy-3-(3-hydroxyphenyl)-2-methylpropyl)isoindoline-1,3-dione), CS(=O)(=O)OCC(CCC)CCC (2-propylpentyl methanesulfonate). Yields the product O[C@H]([C@@H](CN1C(C2=CC=CC=C2C1=O)=O)C)C1=CC(=CC=C1)OCC(CCC)CCC (2-((2R,3R)-3-hydroxy-2-methyl-3-(3-(2-propylpentyloxy)phenyl)propyl)isoindoline-1,3-dione). RXN SMILES: [OH:1][C@@H:2]([C:17]1[CH:22]=[CH:21][CH:20]=[C:19]([OH:23])[CH:18]=1)[C@H:3]([CH3:16])[CH2:4][N:5]1[C:13](=[O:14])[C:12]2[C:7](=[CH:8][CH:9]=[CH:10][CH:11]=2)[C:6]1=[O:15].CS(O[CH2:29][CH:30]([CH2:34][CH2:35][CH3:36])[CH2:31][CH2:32][CH3:33])(=O)=O>>[OH:1][C@@H:2]([C:17]1[CH:22]=[CH:21][CH:20]=[C:19]([O:23][CH2:29][CH:30]([CH2:34][CH2:35][CH3:36])[CH2:31][CH2:32][CH3:33])[CH:18]=1)[C@H:3]([CH3:16])[CH2:4][N:5]1[C:13](=[O:14])[C:12]2[C:7](=[CH:8][CH:9]=[CH:10][CH:11]=2)[C:6]1=[O:15]. Procedure: 2-((2R,3R)-3-Hydroxy-3-(3-hydroxyphenyl)-2-methylpropyl)isoindoline-1,3-dione (82) was reacted with 2-propylpentyl methanesulfonate following the method described for Example 72 to give 2-((2R,3R)-3-hydroxy-2-methyl-3-(3-(2-propylpentyloxy)phenyl)propyl)isoindoline-1,3-dione as a colorless oil. Yield (0.414 g, 79%). 1H NMR (400 MHz, DMSO-d6) δ 7.75-7.80 (m, 4H), 7.13 (t, J=7.8 Hz, 1H), 6.83-6.88 (m, 2H), 6.67-6.70 (m, 1H), 5.30 (d, J=4.3 Hz, 1H), 4.38-4.41 (m, 1H), 3.78 (d, J=5.7 Hz, 2H), 3.70 (... The reactants are C=CCBr, CC(C)(O)c1ccc(F)cc1, [H-], [Na+], C1CCOC1. Product: C=CCOC(C)(C)c1ccc(F)cc1. As a reaction SMILES: [CH2:14]([CH:15]=[CH2:16])[Br:17].[F:3][c:4]1[cH:5][cH:6][c:7]([C:10]([CH3:11])([CH3:12])[OH:13])[cH:8][cH:9]1.[H-:1].[Na+:2].[O:18]1[CH2:19][CH2:20][CH2:21][CH2:22]1>>[F:3][c:4]1[cH:5][cH:6][c:7]([C:10]([CH3:11])([CH3:12])[O:13][CH2:16][CH:15]=[CH2:14])[cH:8][cH:9]1. Starting materials: C1(=CC=CC=C1)P(C1=CC=CC=C1)C1=CC=CC=C1 (triphenylphosphine), [Si](C)(C)(C(C)(C)C)OC1=C(C=C(C(=O)NNC([C@@H]([C@@H](C)O[Si](C)(C)C(C)(C)C)NC2=C(C(=C(C=C2)C#N)Cl)C)=O)C=C1)Cl (4-(tert-butyldimethylsilyloxy)-N′-((2R,3R)-3-(tert-butyldimethylsilyloxy)-2-(3-chloro-4-cyano-2-methylphenylamino)butanoyl)-3-chloro benzohydrazide), II (iodine), TEA. Solvent: C(Cl)Cl (methylene chloride). Run at temperature 0 celsius, time 5 minute. Yields the product [Si](C)(C)(C(C)(C)C)O[C@@H]([C@H](C=1OC(=NN1)C1=CC(=C(C=C1)O)Cl)NC1=C(C(=C(C#N)C=C1)Cl)C)C (4-((1R,2R)-2-(tert-Butyldimethylsilyloxy)-1-(5-(3-chloro-4-hydroxyphenyl)-1,3,4-oxadiazol-2-yl)propylamino)-2-chloro-3-methylbenzonitrile). Yield: 106.6%. As a reaction SMILES: C1(P(C2C=CC=CC=2)C2C=CC=CC=2)C=CC=CC=1.II.[Si]([O:29][C:30]1[CH:63]=[CH:62][C:33]([C:34]([NH:36][NH:37][C:38](=O)[C@H:39]([NH:50][C:51]2[CH:56]=[CH:55][C:54]([C:57]#[N:58])=[C:53]([Cl:59])[C:52]=2[CH3:60])[C@H:40]([O:42][Si:43]([C:46]([CH3:49])([CH3:48])[CH3:47])([CH3:45])[CH3:44])[CH3:41])=[O:35])=[CH:32][C:31]=1[Cl:64])(C(C)(C)C)(C)C>C(Cl)Cl>[Si:43]([O:42][C@H:40]([CH3:41])[C@@H:39]([NH:50][C:51]1[CH:56]=[CH:55][C:54]([C:57]#[N:58])=[C:53]([Cl:59])[C:52]=1[CH3:60])[C:38]1[O:35][C:34]([C:33]2[CH:62]=[CH:63][C:30]([OH:29])=[C:31]([Cl:64])[CH:32]=2)=[N:36][N:37]=1)([C:46]([CH3:48])([CH3:47])[CH3:49])([CH3:44])[CH3:45]. Reported procedure: To a 25 mL round bottom flask was added polymer supported triphenylphosphine (687 mg, 2.06 mmol, 2.0 equiv., approx. 3 mmol/g) and 10.3 mL of methylene chloride. The reaction was cooled to 0° C. using an ice-water bath and then iodine (523 mg, 2.06 mmol, 2.0 equiv.) was added followed by TEA (0.57 mL, 4.12 mmol, 4.0 equiv.). After stirring for 5 min, 4-(tert-butyldimethylsilyloxy)-N′-((2R,3R)-3-(tert-butyldimethylsilyloxy)-2-(3-chloro-4-cyano-2-methylphenylamino)butanoyl)-3-chloro benzohydrazide... Reactants: ClCCCC(=O)OC(C)(C)C (tert-butyl 4-chlorobutyrate), C(C1=CC=CC=C1)OC(CCC(=O)[O-])=O.[Cs+] (cesium monobenzylsuccinate). The solvent is CN(C)C=O (DMF). Product: C(CCC(=O)OCC1=CC=CC=C1)(=O)OCCCC(=O)OC(C)(C)C (3-[(tert-Butyl)oxycarbonyl]propyl phenylmethyl butane-1,4-dioate). Isolated yield 14.3%. RXN SMILES: Cl[CH2:2][CH2:3][CH2:4][C:5]([O:7][C:8]([CH3:11])([CH3:10])[CH3:9])=[O:6].[CH2:12]([O:19][C:20](=[O:26])[CH2:21][CH2:22][C:23]([O-:25])=[O:24])[C:13]1[CH:18]=[CH:17][CH:16]=[CH:15][CH:14]=1.[Cs+]>CN(C=O)C>[C:23]([O:25][CH2:2][CH2:3][CH2:4][C:5]([O:7][C:8]([CH3:11])([CH3:10])[CH3:9])=[O:6])(=[O:24])[CH2:22][CH2:21][C:20]([O:19][CH2:12][C:13]1[CH:14]=[CH:15][CH:16]=[CH:17][CH:18]=1)=[O:26] |f:1.2|. Procedure details: A solution of tert-butyl 4-chlorobutyrate (8.9 g, 50 mmol) and cesium monobenzylsuccinate (prepared from monobenzyl succinate and CsOH) (50 mmol) in 100 mL of DMF was heated at 80° C. for 2 days. DMF was evaporated and chromatographed on silica (hexane-ethyl acetate) to afford 2.5 g (14%) of the title compound 3 as a colorless liquid. 1H NMR (DMSO-d6) δ 7.35 (s, 5H), 5.09 (s, 2H), 3.99 (t, J=7 Hz, 2H), 2.58 (m, 4H), 2.25 (t, J=7 Hz, 2H), 1.93 (q, 2H), 1.41 (s, 9H). Reaction SMILES: C([N:8]1[CH2:13][CH2:12][C:11](=O)[CH:10]([C:15]2[CH:20]=[CH:19][CH:18]=[CH:17][C:16]=2[CH3:21])[CH2:9]1)C1C=CC=CC=1.[CH3:22][N:23]1[CH2:28][CH2:27][NH:26][CH2:25][CH2:24]1.[F:29][C:30]([F:45])([F:44])[C:31]1[CH:32]=[C:33]([CH:37]=[C:38]([C:40]([F:43])([F:42])[F:41])[CH:39]=1)[C:34](Cl)=[O:35]>>[F:29][C:30]([F:45])([F:44])[C:31]1[CH:32]=[C:33]([C:34]([N:8]2[CH2:13][CH2:12][C@H:11]([N:26]3[CH2:27][CH2:28][N:23]([CH3:22])[CH2:24][CH2:25]3)[C@H:10]([C:15]3[CH:20]=[CH:19][CH:18]=[CH:17][C:16]=3[CH3:21])[CH2:9]2)=[O:35])[CH:37]=[C:38]([C:40]([F:43])([F:42])[F:41])[CH:39]=1. Procedure: The title compound, MS: m/e=514.3 (M+H+), was prepared in accordance with the general method of example 26 from 1-benzyl-3-o-tolyl-piperidin-4-one, N-methyl-piperazine and 3,5-bistrifluoromethyl-benzoyl chloride. Starting materials: C(C1=CC=CC=C1)N1CC(C(CC1)=O)C1=C(C=CC=C1)C (1-benzyl-3-o-tolyl-piperidin-4-one), CN1CCNCC1 (N-methyl-piperazine), FC(C=1C=C(C(=O)Cl)C=C(C1)C(F)(F)F)(F)F (3,5-bistrifluoromethyl-benzoyl chloride). Yields the product FC(C=1C=C(C=C(C1)C(F)(F)F)C(=O)N1C[C@H]([C@H](CC1)N1CCN(CC1)C)C1=C(C=CC=C1)C)(F)F (Rac-cis-(3,5-Bis-trifluoromethyl-phenyl)-[4-(4-methyl-piperazin-1-yl)-3-o-tolyl-piperidin-1-yl]-methanone).